Dataset: the Open Reaction Database (ORD), a public repository of structured organic reaction records. Task: describe an organic reaction: reactants, conditions, products, and yield Reactants: [Al+3], CCOC(=O)c1cc2cc(C(=O)O)ccc2n1CC(C)C, CC(C)COc1cccc(OCC(C)C)c1, ClCCl, CN(C)C=O, ClC(Cl)Cl, [Cl-], [Cl-], [Cl-], O=C(Cl)C(=O)Cl, O. Yields the product CCOC(=O)c1cc2cc(C(=O)c3ccc(OCC(C)C)cc3OCC(C)C)ccc2n1CC(C)C. As a reaction SMILES: [Al+3:29].[CH2:1]([CH3:2])[O:3][C:4](=[O:5])[c:6]1[n:7]([CH2:18][CH:19]([CH3:20])[CH3:21])[c:8]2[cH:9][cH:10][c:11]([C:15](=[O:16])[OH:17])[cH:12][c:13]2[cH:14]1.[CH2:32]([CH:33]([CH3:34])[CH3:35])[O:36][c:37]1[cH:38][c:39]([O:43][CH2:44][CH:45]([CH3:46])[CH3:47])[cH:40][cH:41][cH:42]1.[CH2:48]([Cl:49])[Cl:50].[CH3:56][N:57]([CH3:58])[CH:59]=[O:60].[CH:52]([Cl:53])([Cl:54])[Cl:55].[Cl-:28].[Cl-:30].[Cl-:31].[Cl:22][C:23]([C:24]([Cl:25])=[O:26])=[O:27].[OH2:51]>>[CH2:1]([CH3:2])[O:3][C:4](=[O:5])[c:6]1[n:7]([CH2:18][CH:19]([CH3:20])[CH3:21])[c:8]2[cH:9][cH:10][c:11]([C:15](=[O:17])[c:40]3[c:39]([O:43][CH2:44][CH:45]([CH3:46])[CH3:47])[cH:38][c:37]([O:36][CH2:32][CH:33]([CH3:34])[CH3:35])[cH:42][cH:41]3)[cH:12][c:13]2[cH:14]1. Starting materials: CCOC(=O)C(=CC=C(C)CCC=C(C)CCC=C(C)CO)C(C)C, CCOCC, CN(C)C=O, CS(=O)(=O)Cl, [Cl-], [Li+], O. Product: CCOC(=O)C(=CC=C(C)CCC=C(C)CCC=C(C)CCl)C(C)C. As a reaction SMILES: [CH2:1]([CH3:2])[O:3][C:4]([C:5](=[CH:6][CH:7]=[C:8]([CH2:9][CH2:10][CH:11]=[C:12]([CH2:13][CH2:14][CH:15]=[C:16]([CH2:17][OH:18])[CH3:19])[CH3:20])[CH3:21])[CH:22]([CH3:23])[CH3:24])=[O:25].[CH2:38]([O:39][CH2:40][CH3:41])[CH3:42].[CH3:28][N:29]([CH3:30])[CH:31]=[O:32].[CH3:33][S:34]([Cl:35])(=[O:36])=[O:37].[Cl-:27].[Li+:26].[OH2:43]>>[CH2:1]([CH3:2])[O:3][C:4]([C:5](=[CH:6][CH:7]=[C:8]([CH2:9][CH2:10][CH:11]=[C:12]([CH2:13][CH2:14][CH:15]=[C:16]([CH2:17][Cl:35])[CH3:19])[CH3:20])[CH3:21])[CH:22]([CH3:23])[CH3:24])=[O:25].